This data is from the Open Reaction Database (ORD), a public repository of structured organic reaction records. The task is: describe an organic reaction: reactants, conditions, products, and yield The product is CC(C)C1C(=O)N(CCl)S(=O)(=O)N1C. Starting materials: ClCCl, O=S(=O)(Cl)Cl, CC(C)C1C(=O)N(CSc2ccccc2)S(=O)(=O)N1C. RXN SMILES: [CH2:26]([Cl:27])[Cl:28].[S:21]([Cl:22])(=[O:23])([Cl:24])=[O:25].[c:1]1([S:2][CH2:8][N:9]2[S:10](=[O:19])(=[O:20])[N:11]([CH3:18])[CH:12]([CH:15]([CH3:16])[CH3:17])[C:13]2=[O:14])[cH:3][cH:4][cH:5][cH:6][cH:7]1>>[CH2:8]([N:9]1[S:10](=[O:19])(=[O:20])[N:11]([CH3:18])[CH:12]([CH:15]([CH3:16])[CH3:17])[C:13]1=[O:14])[Cl:24]. Reactants: [H-].[H-].[H-].[H-].[Li+].[Al+3] (LAH), ice, S1C(=NC2=C1C=CC=C2)N(C2=CC=C(OC=1C(=NC=CN1)C1(CCN(CC1)C(=O)OC(C)(C)C)C(=O)OC)C=C2)C(=O)OC(C)(C)C (1-tert-butyl 4-methyl 4-(3-(4-(benzo[d]thiazol-2-yl(tert-butoxycarbonyl)amino)phenoxy)pyrazin-2-yl)piperidine-1,4-dicarboxylate), [H-].[H-].[H-].[H-].[Li+].[Al+3] (LAH). Run in C1CCOC1 (THF), C1CCOC1 (THF), C1CCOC1 (THF). Run at time 16 hour. The product is S1C(=NC2=C1C=CC=C2)NC2=CC=C(OC=1C(=NC=CN1)C1(CCN(CC1)C(=O)OC(C)(C)C)CO)C=C2 (TERT-BUTYL 4-(3-(4-(BENZO[D]THIAZOL-2-YLAMINO)PHENOXY)PYRAZIN-2-YL)-4-(HYDROXYMETHYL)PIPERIDINE-1-CARBOXYLATE). As a reaction SMILES: [S:1]1[C:5]2[CH:6]=[CH:7][CH:8]=[CH:9][C:4]=2[N:3]=[C:2]1[N:10](C(OC(C)(C)C)=O)[C:11]1[CH:40]=[CH:39][C:14]([O:15][C:16]2[C:17]([C:22]3([C:35](OC)=[O:36])[CH2:27][CH2:26][N:25]([C:28]([O:30][C:31]([CH3:34])([CH3:33])[CH3:32])=[O:29])[CH2:24][CH2:23]3)=[N:18][CH:19]=[CH:20][N:21]=2)=[CH:13][CH:12]=1.[H-].[H-].[H-].[H-].[Li+].[Al+3]>C1COCC1>[S:1]1[C:5]2[CH:6]=[CH:7][CH:8]=[CH:9][C:4]=2[N:3]=[C:2]1[NH:10][C:11]1[CH:12]=[CH:13][C:14]([O:15][C:16]2[C:17]([C:22]3([CH2:35][OH:36])[CH2:27][CH2:26][N:25]([C:28]([O:30][C:31]([CH3:34])([CH3:32])[CH3:33])=[O:29])[CH2:24][CH2:23]3)=[N:18][CH:19]=[CH:20][N:21]=2)=[CH:39][CH:40]=1 |f:1.2.3.4.5.6|. Procedure details: To an ice cooled solution of 1-tert-butyl 4-methyl 4-(3-(4-(benzo[d]thiazol-2-yl(tert-butoxycarbonyl)amino)phenoxy)pyrazin-2-yl)piperidine-1,4-dicarboxylate (122 mg, 0.184 mmol) in dry THF (5 mL) was added LAH, 2M in THF (0.08 mL, 0.160 mmol). After stirring for 16 hours, LC-MS indicates a mixture of product, starting material, desBoc starting material and desBoc product. The reaction was treated with more LAH, 2M in THF (0.09 mL). After 4 hours, LC-MS shows one main peak that is consistent with...